Dataset: the Open Reaction Database (ORD), a public repository of structured organic reaction records. Task: describe an organic reaction: reactants, conditions, products, and yield The reactants are COC(CCCC(=O)C1=CC(=C(C=C1)OCCCC\C=C\C1=CC=C(C=C1)OC)CCC(=O)OC)=O (5-[3-(2-methoxycarbonylethyl)-4-[6-(4-methoxyphenyl)-(5E)-5-hexenyloxy]-phenyl]-5-oxo-pentanoic acid methyl ester). Solvent: CO (methanol), [OH-].[Na+] (sodium hydroxide). Product: C(=O)(O)CCC=1C=C(C=CC1OCCCC\C=C\C1=CC=C(C=C1)OC)C(CCCC(=O)O)=O (5-[3-(2-Carboxyethyl)-4-[6-(4-methoxyphenyl)-(5E)-5hexenyloxy]-phenyl)-5-oxopentanoic acid). The yield is 72.1%. Reaction SMILES: C[O:2][C:3](=[O:36])[CH2:4][CH2:5][CH2:6][C:7]([C:9]1[CH:14]=[CH:13][C:12]([O:15][CH2:16][CH2:17][CH2:18][CH2:19]/[CH:20]=[CH:21]/[C:22]2[CH:27]=[CH:26][C:25]([O:28][CH3:29])=[CH:24][CH:23]=2)=[C:11]([CH2:30][CH2:31][C:32]([O:34]C)=[O:33])[CH:10]=1)=[O:8]>CO.[OH-].[Na+]>[C:32]([CH2:31][CH2:30][C:11]1[CH:10]=[C:9]([C:7](=[O:8])[CH2:6][CH2:5][CH2:4][C:3]([OH:36])=[O:2])[CH:14]=[CH:13][C:12]=1[O:15][CH2:16][CH2:17][CH2:18][CH2:19]/[CH:20]=[CH:21]/[C:22]1[CH:23]=[CH:24][C:25]([O:28][CH3:29])=[CH:26][CH:27]=1)([OH:34])=[O:33] |f:2.3|. Reported procedure: A solution of 400 mg of 5-[3-(2-methoxycarbonylethyl)-4-[6-(4-methoxyphenyl)-(5E)-5-hexenyloxy]-phenyl]-5-oxo-pentanoic acid methyl ester in 33 ml of methanol and 13 ml of in sodium hydroxide solution is stirred for 16 hours at room temperature. The methanol is distilled off in a vacuum, the alkaline solution is acidified with in hydrochloric acid to pH 1, shaken out with ethyl acetate, the organic phase is dried on sodium sulfate and concentrated by evaporation. 272 mg of the title compound of ... Reactants: CO, CCOC(C)=O, CCCCCC, CC(C)(C(=O)N(O)Cc1ccccc1Cl)C(Cl)Cl, [K+], [OH-]. RXN SMILES: [CH3:21][OH:22].[CH3:23][CH2:24][O:25][C:26](=[O:27])[CH3:28].[CH3:29][CH2:30][CH2:31][CH2:32][CH2:33][CH3:34].[Cl:1][CH:2]([C:3]([C:4](=[O:5])[N:6]([OH:7])[CH2:8][c:9]1[c:10]([Cl:15])[cH:11][cH:12][cH:13][cH:14]1)([CH3:16])[CH3:17])[Cl:18].[K+:20].[OH-:19]>>[Cl:1][CH:2]1[C:3]([CH3:16])([CH3:17])[C:4](=[O:5])[N:6]([CH2:8][c:9]2[c:10]([Cl:15])[cH:11][cH:12][cH:13][cH:14]2)[O:7]1. Product: CC1(C)C(=O)N(Cc2ccccc2Cl)OC1Cl. The reactants are ClC1=CC=C(C=C1)C1=CC(=C(C=C1)OC)CNC1CCC(CC1)N(C(OC(C)(C)C)=O)C (tert-Butyl {4-[(4′-chloro-4-methoxy-biphenyl-3-ylmethyl)-amino]-cyclohexyl}-methyl-carbamate), ClC=1C2=C(SC1C(=O)Cl)C=CC=C2 (3-chloro-benzo[b]thiophene-2-carbonyl chloride). The product is ClC=1C2=C(SC1C(=O)N(C1CCC(CC1)N(C(OC(C)(C)C)=O)C)CC=1C=C(C=CC1OC)C1=CC=C(C=C1)Cl)C=CC=C2 (tert-Butyl {4-[(3-chloro-benzo[b]thiophene-2-carbonyl)-(4′-chloro-4-methoxy-biphenyl-3-ylmethyl)-amino]-cyclohexyl}-methyl-carbamate). Reaction SMILES: [Cl:1][C:2]1[CH:7]=[CH:6][C:5]([C:8]2[CH:13]=[CH:12][C:11]([O:14][CH3:15])=[C:10]([CH2:16][NH:17][CH:18]3[CH2:23][CH2:22][CH:21]([N:24]([CH3:32])[C:25](=[O:31])[O:26][C:27]([CH3:30])([CH3:29])[CH3:28])[CH2:20][CH2:19]3)[CH:9]=2)=[CH:4][CH:3]=1.[Cl:33][C:34]1[C:35]2[CH:45]=[CH:44][CH:43]=[CH:42][C:36]=2[S:37][C:38]=1[C:39](Cl)=[O:40]>>[Cl:33][C:34]1[C:35]2[CH:45]=[CH:44][CH:43]=[CH:42][C:36]=2[S:37][C:38]=1[C:39]([N:17]([CH2:16][C:10]1[CH:9]=[C:8]([C:5]2[CH:4]=[CH:3][C:2]([Cl:1])=[CH:7][CH:6]=2)[CH:13]=[CH:12][C:11]=1[O:14][CH3:15])[CH:18]1[CH2:19][CH2:20][CH:21]([N:24]([CH3:32])[C:25](=[O:31])[O:26][C:27]([CH3:29])([CH3:28])[CH3:30])[CH2:22][CH2:23]1)=[O:40]. Reported procedure: Biaryl amine 34 (348 mg, 0.76 mmol) is treated with 3-chloro-benzo[b]thiophene-2-carbonyl chloride (210 mg, 0.91 mmol) using Method D to give the title compound. The reactants are COc1ccc(C2=CC(NCCc3ccccc3)CCC2)cc1, CO. The product is COc1ccc(C2CCCC(NCCc3ccccc3)C2)cc1. RXN SMILES: [CH3:1][O:2][c:3]1[cH:4][cH:5][c:6]([C:9]2=[CH:10][CH:11]([NH:15][CH2:16][CH2:17][c:18]3[cH:19][cH:20][cH:21][cH:22][cH:23]3)[CH2:12][CH2:13][CH2:14]2)[cH:7][cH:8]1.[CH3:24][OH:25]>>[CH3:1][O:2][c:3]1[cH:4][cH:5][c:6]([CH:9]2[CH2:10][CH:11]([NH:15][CH2:16][CH2:17][c:18]3[cH:19][cH:20][cH:21][cH:22][cH:23]3)[CH2:12][CH2:13][CH2:14]2)[cH:7][cH:8]1. Starting materials: CC=1C(=NC=CC1)C(=O)OC (methyl 3-methylpicolinate), C1=CC(=CC(=C1)Cl)C(=O)OO (m-CPBA). The solvent is C(Cl)Cl (DCM). Conditions: time 8 hour. The product is COC(=O)C1=[N+](C=CC=C1C)[O-] (2-(methoxycarbonyl)-3-methylpyridine 1-oxide). Isolated yield 76.4%. As a reaction SMILES: [CH3:1][C:2]1[C:3]([C:8]([O:10][CH3:11])=[O:9])=[N:4][CH:5]=[CH:6][CH:7]=1.C1C=C(Cl)C=C(C(OO)=[O:20])C=1>C(Cl)Cl>[CH3:11][O:10][C:8]([C:3]1[C:2]([CH3:1])=[CH:7][CH:6]=[CH:5][N+:4]=1[O-:20])=[O:9]. Reported procedure: A mixture of methyl 3-methylpicolinate (2 g, 14.8 mmol) and m-CPBA (3 g, 17.8 mmol) in DCM (35 mL) was stirred at RT overnight. Then the mixture was washed with NaHSO3 (a.q.) and concentrated in vacuum. The residue was purified by column chromatography (DCM:MeOH=200:1) to give the product of 2-(methoxycarbonyl)-3-methylpyridine 1-oxide (1.89 g, yield: 79%). 1H-NMR (CDCl3, 400 MHz) δ 8.05 (d, J=6.0 Hz, 1H), 7.18 (t, J=8.4 Hz, 1H), 7.10 (d, J=8.0 Hz, 1H), 3.95 (s, 3H), 2.23 (s, 3H). MS (M+H)+: 168... Starting materials: FC=1C=C(CN2C=CC3=CC=C(C=C23)NC(C)=O)C=C(C1)F (N-[1-(3,5-Difluoro-benzyl)-1H-indol-6-yl]-acetamide), [N+](=O)([O-])C1=C(C=CC=C1)SCl (2-nitrobenzenesulfenyl chloride). Solvent: C(C)OCC (diethyl ether). Run at time 8 hour. Yields the product FC=1C=C(CN2C=C(C3=CC=C(C=C23)NC(C)=O)SC2=C(C=CC=C2)[N+](=O)[O-])C=C(C1)F (N-[1-(3,5-Difluoro-benzyl)-3-(2-nitro-phenylsulfanyl)-1H-indol-6-yl]-acetamide). The yield is 96.5%. RXN SMILES: [F:1][C:2]1[CH:3]=[C:4]([CH:19]=[C:20]([F:22])[CH:21]=1)[CH2:5][N:6]1[C:14]2[C:9](=[CH:10][CH:11]=[C:12]([NH:15][C:16](=[O:18])[CH3:17])[CH:13]=2)[CH:8]=[CH:7]1.[N+:23]([C:26]1[CH:31]=[CH:30][CH:29]=[CH:28][C:27]=1[S:32]Cl)([O-:25])=[O:24]>C(OCC)C>[F:22][C:20]1[CH:19]=[C:4]([CH:3]=[C:2]([F:1])[CH:21]=1)[CH2:5][N:6]1[C:14]2[C:9](=[CH:10][CH:11]=[C:12]([NH:15][C:16](=[O:18])[CH3:17])[CH:13]=2)[C:8]([S:32][C:27]2[CH:28]=[CH:29][CH:30]=[CH:31][C:26]=2[N+:23]([O-:25])=[O:24])=[CH:7]1. Procedure details: To a solution of N-[1-(3,5-Difluoro-benzyl)-1H-indol-6-yl]-acetamide (23.3 mg, 0.08 mmol) in diethyl ether (4 mL) was added 2-nitrobenzenesulfenyl chloride (14.7 mg, 0.09 mmol). The resulting yellow solution was stirred overnight at room temperature. The mixture was concentrated in vacuo and purified over a SiO2 column (heptane/ethyl acetate 9:1) to give the title compound as a yellow solid (35.0 mg, yield=96%). Starting materials: C1(=CC(=CC=C1)CC#N)C1=CC=CC=C1 (2-([1,1′-biphenyl]-3-yl)acetonitrile), BrCCOCCBr (2-bromoethyl ether). Yields the product C1(=CC(=CC=C1)C1(CCOCC1)C#N)C1=CC=CC=C1 (4-([1,1′Biphenyl]-3-yl)tetrahydro-2H-pyran-4-carbonitrile). Reaction SMILES: [C:1]1([C:10]2[CH:15]=[CH:14][CH:13]=[CH:12][CH:11]=2)[CH:6]=[CH:5][CH:4]=[C:3]([CH2:7][C:8]#[N:9])[CH:2]=1.Br[CH2:17][CH2:18][O:19][CH2:20][CH2:21]Br>>[C:1]1([C:10]2[CH:15]=[CH:14][CH:13]=[CH:12][CH:11]=2)[CH:6]=[CH:5][CH:4]=[C:3]([C:7]2([C:8]#[N:9])[CH2:21][CH2:20][O:19][CH2:18][CH2:17]2)[CH:2]=1. Procedure details: This compound was synthesized from 2-([1,1′-biphenyl]-3-yl)acetonitrile as described in example 1 step 2 using 2-bromoethyl ether (0.5 g, 73%). 1H NMR (300 MHz, CDCl3) δ 7.72-7.71 (m, 1H), 7.62-7.57 (m, 3H), 7.51-7.45 (m, 4H), 7.42-7.37 (m, 1H), 4.15-4.10 (m, 2H), 3.99-3.91 (m, 2H), 2.28-2.20 (m, 4H).